Task: describe an organic reaction: reactants, conditions, products, and yield. Dataset: the Open Reaction Database (ORD), a public repository of structured organic reaction records The reactants are NC1=NNC=C1 (3-aminopyrazole), O\C=C\1/C(NC2=CC=CC=C12)=O (Z-3-[(hydroxy)-methylene]-1,3-dihydro-indol-2-one), N1(CCOCC1)CCCOC1=CC=C(CC=2C=C(NN2)N)C=C1 (5-[4-(3-morpholin-4-yl-propoxy)-benzyl]-2H-pyrazol-3-ylamine). Solvent: O1CCCC1 (tetrahydrofuran). Product: N1(CCOCC1)CCCOC1=CC=C(CC=2C=C(NN2)NC=C2C(NC3=CC=CC=C23)=O)C=C1 (3-({5-[4-(3-Morpholin-4-yl-propoxy)-benzyl]-2H-pyrazol-3-ylamino}-methylene)1,3-dihydro-indol-2-one). As a reaction SMILES: NC1C=CNN=1.O/[CH:8]=[C:9]1\[C:10](=[O:18])[NH:11][C:12]2[C:17]\1=[CH:16][CH:15]=[CH:14][CH:13]=2.[N:19]1([CH2:25][CH2:26][CH2:27][O:28][C:29]2[CH:41]=[CH:40][C:32]([CH2:33][C:34]3[CH:35]=[C:36]([NH2:39])[NH:37][N:38]=3)=[CH:31][CH:30]=2)[CH2:24][CH2:23][O:22][CH2:21][CH2:20]1>O1CCCC1>[N:19]1([CH2:25][CH2:26][CH2:27][O:28][C:29]2[CH:30]=[CH:31][C:32]([CH2:33][C:34]3[CH:35]=[C:36]([NH:39][CH:8]=[C:9]4[C:17]5[C:12](=[CH:13][CH:14]=[CH:15][CH:16]=5)[NH:11][C:10]4=[O:18])[NH:37][N:38]=3)=[CH:40][CH:41]=2)[CH2:24][CH2:23][O:22][CH2:21][CH2:20]1. Procedure details: The named compound is prepared by substituting 5-[4-(3-morpholin-4-yl-propoxy)-benzyl]-2H-pyrazol-3-ylamine for 3-aminopyrazole in the reaction of Example 1. Specifically, E & Z-3-[(hydroxy)-methylene]-1,3-dihydro-indol-2-one (0.017 gms.) is reacted with 0.048 gms. of 5-[4-(3-morpholin-4-yl-propoxy)-benzyl]-2H-pyrazol-3-ylamine by refluxing in tetrahydrofuran (1.0 mL). Recrystallization from a mixture of ethyl acetate and hexanes affords the named compound.